This data is from the Open Reaction Database (ORD), a public repository of structured organic reaction records. The task is: describe an organic reaction: reactants, conditions, products, and yield Starting materials: C(C)(=O)OCC1=NC=CC=2CCCCC12 (l-acetoxymethyl-5,6,7,8-tetrahydro-isoquinoline), Cl (hydrochloric acid). Product: Cl.OCC1=NC=CC=2CCCCC12 (1-hydroxymethyl-5,6,7,8-tetrahydroisoquinoline hydrochloride). RXN SMILES: C([O:4][CH2:5][C:6]1[C:15]2[CH2:14][CH2:13][CH2:12][CH2:11][C:10]=2[CH:9]=[CH:8][N:7]=1)(=O)C.[ClH:16]>>[ClH:16].[OH:4][CH2:5][C:6]1[C:15]2[CH2:14][CH2:13][CH2:12][CH2:11][C:10]=2[CH:9]=[CH:8][N:7]=1 |f:2.3|. Procedure details: A solution of l-acetoxymethyl-5,6,7,8-tetrahydro-isoquinoline (0.44 g) in 6N hydrochloric acid (10 ml) aqueous solution was heated for 4 hours at ca. 100° C. After cooling, the mixture was concentrated in vacuo to give 1-hydroxymethyl-5,6,7,8-tetrahydroisoquinoline hydrochloride (0.42 g) as a brown solid. Reactants: O (water), FCCOC1=CC=C(CCl)C=C1 (4-(2-fluoroethoxy)benzyl chloride), [OH-].[Na+] (sodium hydroxide), ClC1=CC=C(OC(CO)(C)C)C=C1 (2-(4-chlorophenoxy)-2-methylpropyl alcohol), aqueous solution. The reagents and catalysts are [Br-].C(C)[N+](CC1=CC=CC=C1)(CC)CC (triethylbenzylammonium bromide). Run in C1(=CC=CC=C1)C (Toluene). Run at temperature 50 celsius, time 2 hour. Product: ClC1=CC=C(OC(COCC2=CC=C(C=C2)OCCF)(C)C)C=C1 (4-(2-fluoroethoxy)benzyl 2-(4-chlorophenoxy)-2-methylpropyl ether). Yield: 91.0%. Reaction SMILES: [F:1][CH2:2][CH2:3][O:4][C:5]1[CH:12]=[CH:11][C:8]([CH2:9]Cl)=[CH:7][CH:6]=1.[Cl:13][C:14]1[CH:25]=[CH:24][C:17]([O:18][C:19]([CH3:23])([CH3:22])[CH2:20][OH:21])=[CH:16][CH:15]=1.[OH-].[Na+].O>[Br-].C([N+](CC)(CC)CC1C=CC=CC=1)C.C1(C)C=CC=CC=1>[Cl:13][C:14]1[CH:25]=[CH:24][C:17]([O:18][C:19]([CH3:22])([CH3:23])[CH2:20][O:21][CH2:9][C:8]2[CH:11]=[CH:12][C:5]([O:4][CH2:3][CH2:2][F:1])=[CH:6][CH:7]=2)=[CH:16][CH:15]=1 |f:2.3,5.6|. Procedure: A mixture consisting of 1.0 g of 4-(2-fluoroethoxy)benzyl chloride, 1.0 g of 2-(4-chlorophenoxy)-2-methylpropyl alcohol, 0.3 g of triethylbenzylammonium bromide and 20 g of a 50% aqueous solution of sodium hydroxide was stirred at 50° C. for 2 hours. The reaction mixture was cooled to room temperature, and poured into water. Toluene was added, and the mixture was fully stirred. The toluene layer was separated, washed with water, and dried over anhydrous sodium sulfate. Toluene and low-volatile c... Starting materials: COCN1C2=C(SC3=C1C=C(C=C3)CN3C(=NC=C3)C=O)N=CC=N2 (1-(10-methoxymethyl-10H-pyrazino[2,3-b][1,4]benzothiazin-8-ylmethyl)imidazol-2-carbaldehyde), C(C)O (ethanol), aqueous solution, [OH-].[Na+] (sodium hydroxide). Reagents/catalysts: [N+](=O)([O-])[O-].[Ag+] (silver nitrate). The solvent is O1CCCC1 (tetrahydrofuran). Run at time 15 hour. Yields the product N1=CC=NC=2SC3=C(NC21)C=C(C=C3)CN3C(=NC=C3)C(=O)O (1-(10H-Pyrazino[2,3-b][1,4]benzothiazin-8-ylmethyl)imidazol-2-carboxylic acid). RXN SMILES: COC[N:4]1[C:9]2[CH:10]=[C:11]([CH2:14][N:15]3[CH:19]=[CH:18][N:17]=[C:16]3[CH:20]=[O:21])[CH:12]=[CH:13][C:8]=2[S:7][C:6]2[N:22]=[CH:23][CH:24]=[N:25][C:5]1=2.C([OH:28])C.[OH-].[Na+]>O1CCCC1.[N+]([O-])([O-])=O.[Ag+]>[N:25]1[C:5]2[NH:4][C:9]3[CH:10]=[C:11]([CH2:14][N:15]4[CH:19]=[CH:18][N:17]=[C:16]4[C:20]([OH:28])=[O:21])[CH:12]=[CH:13][C:8]=3[S:7][C:6]=2[N:22]=[CH:23][CH:24]=1 |f:2.3,5.6|. Procedure details: To a solution of 177 mg of 1-(10-methoxymethyl-10H-pyrazino[2,3-b][1,4]benzothiazin-8-ylmethyl)imidazol-2-carbaldehyde in a mixture of tetrahydrofuran (10 ml) with ethanol (10 ml) were added 0.5 ml of an aqueous solution of 0.24 g of silver nitrate and 1.5 N sodium hydroxide (4 ml) and the resulting mixture was stirred at room temperature for 15 hours. After filtering off the insoluble matters, the solution was concentrated under reduced pressure and the crystals of 1-(10-methoxymethyl-10H-pyraz...